This data is from the Open Reaction Database (ORD), a public repository of structured organic reaction records. The task is: describe an organic reaction: reactants, conditions, products, and yield The reactants are BrC=1C=C(SC1)C(C=CN(C)C)=O (1-(4-bromo-2-thienyl)-3-(dimethylamino)prop-2-en-1-one), O.NN (hydrazine hydrate). The solvent is C(C)O (ethanol). Product: BrC=1C=C(SC1)C1=NNC=C1 (3-(4-bromo-2-thienyl)-1H-pyrazole). The yield is 97.7%. RXN SMILES: [Br:1][C:2]1[CH:3]=[C:4]([C:7](=O)[CH:8]=[CH:9][N:10](C)C)[S:5][CH:6]=1.O.[NH2:15]N>C(O)C>[Br:1][C:2]1[CH:3]=[C:4]([C:7]2[CH:8]=[CH:9][NH:10][N:15]=2)[S:5][CH:6]=1 |f:1.2|. Procedure details: A mixture of 1-(4-bromo-2-thienyl)-3-(dimethylamino)prop-2-en-1-one (43.5 mmol) and hydrazine hydrate (86.9 mmol) in 50 mL ethanol was refluxed for 18 h and then allowed to cool to room temperature. The solvent was evaporated under reduced pressure and the residue was partitioned between ethyl acetate and water. The organic phase was successively washed with saturated aqueous ammonium chloride solution, saturated aqueous sodium bicarbonate solution and brine, dried over MgSO4, filtered and conce... Starting materials: O=C1CCC(=O)N1Br, COc1ccnc(N)n1, ClC(Cl)Cl, ClCCl, [Na+], [OH-]. The product is COc1nc(N)ncc1Br. Reaction SMILES: [Br:10][N:11]1[C:12](=[O:13])[CH2:14][CH2:15][C:16]1=[O:17].[CH3:1][O:2][c:3]1[n:4][c:5]([NH2:9])[n:6][cH:7][cH:8]1.[CH:23]([Cl:24])([Cl:25])[Cl:26].[Cl:18][CH2:19][Cl:20].[Na+:22].[OH-:21]>>[CH3:1][O:2][c:3]1[n:4][c:5]([NH2:9])[n:6][cH:7][c:8]1[Br:10]. Starting materials: COC1=CC=C(C2=CC=CC=C12)B(O)O ((4-methoxynaphthalen-1-yl)boronic acid), BrC1=CN(C2=CC(=CC=C12)S(=O)(=O)N(C1=NC=NS1)CC1=C(C=C(C=C1)OC)OC)C (3-bromo-N-(2,4-dimethoxybenzyl)-1-methyl-N-(1,2,4-thiadiazol-5-yl)-1H-indole-6-sulfonamide). Yields the product COC1=CC=C(C2=CC=CC=C12)C1=CN(C2=CC(=CC=C12)S(=O)(=O)NC1=NC=NS1)C (3-(4-methoxynaphthalen-1-yl)-1-methyl-N-(1,2,4-thiadiazol-5-yl)-1H-indole-6-sulfonamide). Reaction SMILES: [CH3:1][O:2][C:3]1[C:12]2[C:7](=[CH:8][CH:9]=[CH:10][CH:11]=2)[C:6](B(O)O)=[CH:5][CH:4]=1.Br[C:17]1[C:25]2[C:20](=[CH:21][C:22]([S:26]([N:29](CC3C=CC(OC)=CC=3OC)[C:30]3[S:34][N:33]=[CH:32][N:31]=3)(=[O:28])=[O:27])=[CH:23][CH:24]=2)[N:19]([CH3:46])[CH:18]=1>>[CH3:1][O:2][C:3]1[C:12]2[C:7](=[CH:8][CH:9]=[CH:10][CH:11]=2)[C:6]([C:17]2[C:25]3[C:20](=[CH:21][C:22]([S:26]([NH:29][C:30]4[S:34][N:33]=[CH:32][N:31]=4)(=[O:27])=[O:28])=[CH:23][CH:24]=3)[N:19]([CH3:46])[CH:18]=2)=[CH:5][CH:4]=1. Reported procedure: The title compound was prepared in an analogous manner to that described in Example 28 using (4-methoxynaphthalen-1-yl)boronic acid and 3-bromo-N-(2,4-dimethoxybenzyl)-1-methyl-N-(1,2,4-thiadiazol-5-yl)-1H-indole-6-sulfonamide, and the desired product, 3-(4-methoxynaphthalen-1-yl)-1-methyl-N-(1,2,4-thiadiazol-5-yl)-1H-indole-6-sulfonamide, was isolated as an off-white solid. 1H NMR (500 MHz, DMSO-d6) δ ppm 3.96 (s, 3 H) 4.02 (s, 3 H) 7.06 (d, J=8.02 Hz, 1 H) 7.32 (d, J=8.36 Hz, 1 H) 7.37-7.48 (m...